From a dataset of the Open Reaction Database (ORD), a public repository of structured organic reaction records. describe an organic reaction: reactants, conditions, products, and yield Starting materials: O=C([O-])[O-], Cc1noc(C)c1Cn1cc(N2C(=O)NC(C)(C)C2=O)cn1, CN(C)C=O, N#Cc1ccc(CCl)cc1, [Cs+], [Cs+]. Yields the product Cc1noc(C)c1Cn1cc(N2C(=O)N(Cc3ccc(C#N)cc3)C(C)(C)C2=O)cn1. RXN SMILES: [C:33](=[O:34])([O-:35])[O-:36].[CH3:1][c:2]1[n:3][o:4][c:5]([CH3:22])[c:6]1[CH2:7][n:8]1[n:9][cH:10][c:11]([N:13]2[C:14](=[O:21])[NH:15][C:16]([CH3:19])([CH3:20])[C:17]2=[O:18])[cH:12]1.[CH3:39][N:40]([CH3:41])[CH:42]=[O:43].[Cl:23][CH2:24][c:25]1[cH:26][cH:27][c:28]([C:29]#[N:30])[cH:31][cH:32]1.[Cs+:37].[Cs+:38]>>[CH3:1][c:2]1[n:3][o:4][c:5]([CH3:22])[c:6]1[CH2:7][n:8]1[n:9][cH:10][c:11]([N:13]2[C:14](=[O:21])[N:15]([CH2:24][c:25]3[cH:26][cH:27][c:28]([C:29]#[N:30])[cH:31][cH:32]3)[C:16]([CH3:19])([CH3:20])[C:17]2=[O:18])[cH:12]1.